From a dataset of the Open Reaction Database (ORD), a public repository of structured organic reaction records. describe an organic reaction: reactants, conditions, products, and yield Starting materials: Cc1cnc(NC(=O)CBr)s1, C1CCOC1, [I-], [K+], [K+], [Na+], O=C([O-])[O-], OC(COc1cccc2[nH]c3ccccc3c12)CN1CCNCC1. Product: Cc1cnc(NC(=O)CN2CCN(CC(O)COc3cccc4[nH]c5ccccc5c34)CC2)s1. As a reaction SMILES: [Br:1][CH2:2][C:3](=[O:4])[NH:5][c:6]1[s:7][c:8]([CH3:11])[cH:9][n:10]1.[CH2:44]1[O:45][CH2:46][CH2:47][CH2:48]1.[I-:12].[K+:14].[K+:15].[Na+:13].[O-:16][C:17]([O-:18])=[O:19].[cH:20]1[cH:21][cH:22][c:23]([O:33][CH2:34][CH:35]([CH2:36][N:37]2[CH2:38][CH2:39][NH:40][CH2:41][CH2:42]2)[OH:43])[c:24]2[c:25]3[cH:26][cH:27][cH:28][cH:29][c:30]3[nH:31][c:32]12>>[CH2:2]([C:3](=[O:4])[NH:5][c:6]1[s:7][c:8]([CH3:11])[cH:9][n:10]1)[N:40]1[CH2:39][CH2:38][N:37]([CH2:36][CH:35]([CH2:34][O:33][c:23]2[cH:22][cH:21][cH:20][c:32]3[c:24]2[c:25]2[cH:26][cH:27][cH:28][cH:29][c:30]2[nH:31]3)[OH:43])[CH2:42][CH2:41]1. Starting materials: C(C)(C)(C)OC(NC1(CCC1)C1=CC=C(C=C1)C=1C(=CC2=C(OCCN2)N1)C1=CC=CC=C1)=O (tert-butyl(1-(4-(7-phenyl-2,3-dihydro-1H-pyrido[2,3-b][1,4]oxazin-6-yl)phenyl)cyclobutyl)carbamate), [H-].[Na+] (sodium hydride), CI (methyl iodide), [NH4+].[Cl-] (NH4Cl). Solvent: CN(C)C=O (DMF). Conditions: temperature 0 celsius, time 30 minute. Yields the product C(C)(C)(C)OC(NC1(CCC1)C1=CC=C(C=C1)C=1C(=CC2=C(OCCN2C)N1)C1=CC=CC=C1)=O (tert-butyl(1-(4-(1-methyl-7-phenyl-2,3-dihydro-1H-pyrido[2,3-b][1,4]oxazin-6-yl)phenyl)cyclobutyl)carbamate). Isolated yield 42.4%. As a reaction SMILES: [C:1]([O:5][C:6](=[O:34])[NH:7][C:8]1([C:12]2[CH:17]=[CH:16][C:15]([C:18]3[C:19]([C:28]4[CH:33]=[CH:32][CH:31]=[CH:30][CH:29]=4)=[CH:20][C:21]4[NH:26][CH2:25][CH2:24][O:23][C:22]=4[N:27]=3)=[CH:14][CH:13]=2)[CH2:11][CH2:10][CH2:9]1)([CH3:4])([CH3:3])[CH3:2].[H-].[Na+].[CH3:37]I.[NH4+].[Cl-]>CN(C=O)C>[C:1]([O:5][C:6](=[O:34])[NH:7][C:8]1([C:12]2[CH:13]=[CH:14][C:15]([C:18]3[C:19]([C:28]4[CH:29]=[CH:30][CH:31]=[CH:32][CH:33]=4)=[CH:20][C:21]4[N:26]([CH3:37])[CH2:25][CH2:24][O:23][C:22]=4[N:27]=3)=[CH:16][CH:17]=2)[CH2:11][CH2:10][CH2:9]1)([CH3:4])([CH3:2])[CH3:3] |f:1.2,4.5|. Procedure: To a solution of tert-butyl(1-(4-(7-phenyl-2,3-dihydro-1H-pyrido[2,3-b][1,4]oxazin-6-yl)phenyl)cyclobutyl)carbamate (20 mg, 0.04 mmol) in dry DMF (1 ml) at 0° C. was added sodium hydride (2 mg, 0.05 mmol) and methyl iodide (5 μl, 0.05 mmol) under nitrogen. The resulting mixture was stirred for 30 minutes at 0° C. A saturated solution of NH4Cl was added and the mixture was extracted with DCM (3×10 ml). The combined organic phases were dried over Na2SO4 and concentrated to dryness under reduced pr... The reactants are C(C1=CC=CC=C1)N1C(CNCC1)C(=O)OCC (ethyl 1-benzylpiperazine-2-carboxylate), C1=C(C=CC2=CC=CC=C12)S(=O)(=O)Cl (2-naphthylsulphonyl chloride). Yields the product C(C1=CC=CC=C1)N1C(CN(CC1)S(=O)(=O)C1=CC2=CC=CC=C2C=C1)C(=O)OCC (ethyl 1-benzyl-4-(2-naphthylsulphonyl)piperazine-2-carboxylate). Isolated yield 93.0%. RXN SMILES: [CH2:1]([N:8]1[CH2:13][CH2:12][NH:11][CH2:10][CH:9]1[C:14]([O:16][CH2:17][CH3:18])=[O:15])[C:2]1[CH:7]=[CH:6][CH:5]=[CH:4][CH:3]=1.[CH:19]1[C:28]2[C:23](=[CH:24][CH:25]=[CH:26][CH:27]=2)[CH:22]=[CH:21][C:20]=1[S:29](Cl)(=[O:31])=[O:30]>>[CH2:1]([N:8]1[CH2:13][CH2:12][N:11]([S:29]([C:20]2[CH:21]=[CH:22][C:23]3[C:28](=[CH:27][CH:26]=[CH:25][CH:24]=3)[CH:19]=2)(=[O:31])=[O:30])[CH2:10][CH:9]1[C:14]([O:16][CH2:17][CH3:18])=[O:15])[C:2]1[CH:3]=[CH:4][CH:5]=[CH:6][CH:7]=1. Reported procedure: Using an analogous procedure to that described in Example 2, ethyl 1-benzylpiperazine-2-carboxylate was reacted with 2-naphthylsulphonyl chloride to give ethyl 1-benzyl-4-(2-naphthylsulphonyl)piperazine-2-carboxylate in 93% yield.